Dataset: the Open Reaction Database (ORD), a public repository of structured organic reaction records. Task: describe an organic reaction: reactants, conditions, products, and yield Reactants: CC(=O)O, CO, C=CCC1C(=O)N([Si](C)(C)C(C)(C)C)C1C(=O)OCc1ccc(OC)cc1, [F-], [NH4+]. Product: C=CCC1C(=O)NC1C(=O)OCc1ccc(OC)cc1. As a reaction SMILES: [CH3:30][C:31](=[O:32])[OH:33].[CH3:34][OH:35].[CH3:3][O:4][c:5]1[cH:6][cH:7][c:8]([CH2:9][O:10][C:11](=[O:12])[CH:13]2[N:14]([Si:21]([C:22]([CH3:23])([CH3:24])[CH3:25])([CH3:26])[CH3:27])[C:15](=[O:20])[CH:16]2[CH2:17][CH:18]=[CH2:19])[cH:28][cH:29]1.[F-:1].[NH4+:2]>>[CH3:3][O:4][c:5]1[cH:6][cH:7][c:8]([CH2:9][O:10][C:11](=[O:12])[CH:13]2[NH:14][C:15](=[O:20])[CH:16]2[CH2:17][CH:18]=[CH2:19])[cH:28][cH:29]1. Starting materials: FC=1C=C(C[C@@H]2NC(O[C@@H]2[C@@H]2N(CC3=C(C=CC=C3C2)O)C(C2=CC=CC=C2)C2=CC=CC=C2)=O)C=C(C1)F ((4S,5S)-4-(3,5-difluorobenzyl)-5-((R)-2-benzhydryl-8-hydroxy-1,2,3,4-tetrahydroisoquinolin-3-yl)oxazolidin-2-one), C[Si](C)(C)C=[N+]=[N-] (trimethylsilyldiazomethane). Solvent: C(C)OCC (diethyl ether), CO (methanol). Run at time 16 hour. Yields the product C(C1=CC=CC=C1)(C1=CC=CC=C1)N1CC2=C(C=CC=C2C[C@@H]1[C@@H]1[C@@H](NC(O1)=O)CC1=CC(=CC(=C1)F)F)OC ((4S,5S)-5-((R)-2-benzhydryl-8-methoxy-1,2,3,4-tetrahydroisoquinolin-3-yl)-4-(3,5-difluorobenzyl)oxazolidin-2-one). As a reaction SMILES: [F:1][C:2]1[CH:3]=[C:4]([CH:36]=[C:37]([F:39])[CH:38]=1)[CH2:5][C@H:6]1[C@@H:10]([C@H:11]2[CH2:20][C:19]3[C:14](=[C:15]([OH:21])[CH:16]=[CH:17][CH:18]=3)[CH2:13][N:12]2[CH:22]([C:29]2[CH:34]=[CH:33][CH:32]=[CH:31][CH:30]=2)[C:23]2[CH:28]=[CH:27][CH:26]=[CH:25][CH:24]=2)[O:9][C:8](=[O:35])[NH:7]1.[CH3:40][Si](C=[N+]=[N-])(C)C>C(OCC)C.CO>[CH:22]([N:12]1[C@@H:11]([C@H:10]2[O:9][C:8](=[O:35])[NH:7][C@H:6]2[CH2:5][C:4]2[CH:3]=[C:2]([F:1])[CH:38]=[C:37]([F:39])[CH:36]=2)[CH2:20][C:19]2[C:14](=[C:15]([O:21][CH3:40])[CH:16]=[CH:17][CH:18]=2)[CH2:13]1)([C:29]1[CH:30]=[CH:31][CH:32]=[CH:33][CH:34]=1)[C:23]1[CH:28]=[CH:27][CH:26]=[CH:25][CH:24]=1. Procedure: A 60 mg (0.11 mmol) portion of (4S,5S)-4-(3,5-difluorobenzyl)-5-((R)-2-benzhydryl-8-hydroxy-1,2,3,4-tetrahydroisoquinolin-3-yl)oxazolidin-2-one from Step F (14) was dissolved in 2.5 mL of a 4:1 solution of diethyl ether and methanol. A 0.5 mL portion of 2M trimethylsilyldiazomethane was added and the solution was stirred at rt for 16 h. The excess diazomethane was quenched with the addition of several drops of acetic acid and the solvents were removed in vacuo to provide the desired product. 1H ... The reactants are C(C)(=O)[O-].[NH4+] (ammonium acetate), C(#N)C=1C=C(C=O)C=CC1 (3-cyanobenzaldehyde), C(=C)[Mg]Br (vinyl magnesium bromide). The solvent is C1CCOC1 (THF), C1CCOC1 (THF). Reaction conditions: time 15 minute. Yields the product OC(C=C)C=1C=C(C#N)C=CC1 (3-(1-Hydroxy-2-propen-1-yl)benzonitrile). Isolated yield 60.0%. Reaction SMILES: [C:1]([C:3]1[CH:4]=[C:5]([CH:8]=[CH:9][CH:10]=1)[CH:6]=[O:7])#[N:2].[CH:11]([Mg]Br)=[CH2:12].C([O-])(=O)C.[NH4+]>C1COCC1>[OH:7][CH:6]([C:5]1[CH:4]=[C:3]([CH:10]=[CH:9][CH:8]=1)[C:1]#[N:2])[CH:11]=[CH2:12] |f:2.3|. Procedure: To 3-cyanobenzaldehyde (25 g, 0.190 mmol) in THF (576 mL) was added dropwise at -10° C. vinyl magnesium bromide in THF (202 mL, 0.201 mmol). After 15 min, the reaction mixture was poured on cold 25% aqueous ammonium acetate solution and extracted with EtOAc. The resulting mixture was purified by flash chromatography to provide 17.5 g (60%) of the title product.